From a dataset of the Open Reaction Database (ORD), a public repository of structured organic reaction records. describe an organic reaction: reactants, conditions, products, and yield The reactants are COC1=CC=C2C(=C(N(C2=C1)C)C)C(=O)O (6-methoxy-1,2-dimethyl-1H-indol-3-carboxylic acid), 66a, B(Br)(Br)Br (BBr3). Yields the product C(C)(C)NC(=O)C1=C(N(C2=CC(=CC=C12)O)C)C (6-Hydroxy-1,2-dimethyl-1H-indole-3-carboxylic acid isopropylamide). RXN SMILES: C[O:2][C:3]1[CH:11]=[C:10]2[C:6]([C:7]([C:14]([OH:16])=O)=[C:8]([CH3:13])[N:9]2[CH3:12])=[CH:5][CH:4]=1.B(Br)(Br)Br>>[CH:8]([NH:9][C:14]([C:7]1[C:6]2[C:10](=[CH:11][C:3]([OH:2])=[CH:4][CH:5]=2)[N:9]([CH3:12])[C:8]=1[CH3:13])=[O:16])([CH3:13])[CH3:7]. Procedure: This material was prepared from 6-methoxy-1,2-dimethyl-1H-indol-3-carboxylic acid isopyropylamide 66a by treatment with BBr3 in a manner as previously described for example 1d. 1H NMR (300 MHz, CD3OD) δ7.47 (1H, d, J=8.5 Hz), 6.74 (1H, d, J=2.1 Hz), 6.67 (1H, dd, J=2.1, 8.5 Hz), 4.22 (1H, m), 3.61 (3H, s), 2.56 (3H, s), 1.28 (3H, s), 1.26 (3H, s). LCMS (ESI+) [M+H]/z Calc'd 247, found 247. Reactants: C1CCOC1, CCCN(Cc1ccc(F)cc1F)C(=O)COc1ccc(CCOc2ccccc2C(=O)OC)cc1, [Li+], [OH-], O. Product: CCCN(Cc1ccc(F)cc1F)C(=O)COc1ccc(CCOc2ccccc2C(=O)O)cc1. As a reaction SMILES: [CH2:39]1[O:40][CH2:41][CH2:42][CH2:43]1.[F:1][c:2]1[c:3]([CH2:4][N:5]([C:6]([CH2:7][O:8][c:9]2[cH:10][cH:11][c:12]([CH2:15][CH2:16][O:17][c:18]3[c:19]([C:20](=[O:21])[O:22][CH3:23])[cH:24][cH:25][cH:26][cH:27]3)[cH:13][cH:14]2)=[O:28])[CH2:29][CH2:30][CH3:31])[cH:32][cH:33][c:34]([F:36])[cH:35]1.[Li+:37].[OH-:38].[OH2:44]>>[F:1][c:2]1[c:3]([CH2:4][N:5]([C:6]([CH2:7][O:8][c:9]2[cH:10][cH:11][c:12]([CH2:15][CH2:16][O:17][c:18]3[c:19]([C:20](=[O:21])[OH:22])[cH:24][cH:25][cH:26][cH:27]3)[cH:13][cH:14]2)=[O:28])[CH2:29][CH2:30][CH3:31])[cH:32][cH:33][c:34]([F:36])[cH:35]1. Starting materials: COC(=O)C=1C=C(C=CC1)COC[C@H](N)C(=O)NC(=O)OC(C)(C)C (O-[[3-(methoxycarbonyl)phenyl]methyl]-N-(t-butoxycarbonyl)-L-serinamide), Cl (HCl). Run in CCOC(=O)C (EtOAc). Product: COC(=O)C=1C=C(C=CC1)COC[C@H](N)C(=O)N (O-[[3-(methoxycarbonyl)phenyl]methyl]-L-serinamide). Reaction SMILES: [CH3:1][O:2][C:3]([C:5]1[CH:6]=[C:7]([CH2:11][O:12][CH2:13][C@@H:14]([C:16]([NH:18]C(OC(C)(C)C)=O)=[O:17])[NH2:15])[CH:8]=[CH:9][CH:10]=1)=[O:4].Cl>CCOC(C)=O>[CH3:1][O:2][C:3]([C:5]1[CH:6]=[C:7]([CH2:11][O:12][CH2:13][C@@H:14]([C:16]([NH2:18])=[O:17])[NH2:15])[CH:8]=[CH:9][CH:10]=1)=[O:4]. Procedure details: To a solution of O-[[3-(methoxycarbonyl)phenyl]methyl]-N-(t-butoxycarbonyl)-L-serinamide (2.4 g, 6.82 mmol) in EtOAc (50 mL) at 0° C. is bubbled HCl gas at a moderately vigorous rate for 5 minutes, during which time a lot of white precipitate is observed. The mixture is warmed to room temperature over 30 minutes, after which time EtOAc is removed, yielding O-[[3-(methoxycarbonyl)phenyl]methyl]-L-serinamide.HCl as a white solid. The reactants are CC(C)=CCCC(C#C)=C (2-methyl-6-methylene-oct-2-en-7-yne), CC1C(C(CCC1C)C)=O (2,3,6-trimethyl-cyclohexanone), isomer mixture, CC(C)=CCC=C(C#C)C (2,6-dimethyl-oct-2,5-dien-7-yne). Run in O (water). Yields the product CC(=CCCC(C)(C#C)O)C (2-dehydrolinalool). Reaction SMILES: CC1C(C)CCC(C)C1=[O:10].[CH3:11][C:12](=[CH:14][CH2:15][CH:16]=[C:17]([CH3:20])[C:18]#[CH:19])[CH3:13].CC(=CCCC(=C)C#C)C>O>[CH3:11][C:12]([CH3:13])=[CH:14][CH2:15][CH2:16][C:17]([OH:10])([C:18]#[CH:19])[CH3:20]. Procedure details: A mixture of 28 g of 2,3,6-trimethyl-cyclohexanone and 27 g of the isomer mixture consisting of 2,6-dimethyl-oct-2,5-dien-7-yne and 2-methyl-6-methylene-oct-2-en-7-yne, obtained by elimination of water from 2-dehydrolinalool, is added dropwise to a suspension of 35 g of KOH in 200 ml of toluene at 0° C. The reaction mixture is then kept for 6 hours at 0° C, whilst being stirred, after which water is added and the organic phase formed is dried and concentrated. Subsequent fractional distillation ... Reactants: C1CCOC1, [H-], [Na+], OCC1(NC(c2ccccc2)(c2ccccc2)c2ccccc2)CCCC1, BrCc1ccc(-c2nc3ccccc3o2)cc1. The product is c1ccc(C(NC2(COCc3ccc(-c4nc5ccccc5o4)cc3)CCCC2)(c2ccccc2)c2ccccc2)cc1. RXN SMILES: [CH2:47]1[O:48][CH2:49][CH2:50][CH2:51]1.[H-:28].[Na+:29].[OH:1][CH2:2][C:3]1([NH:8][C:9]([c:10]2[cH:11][cH:12][cH:13][cH:14][cH:15]2)([c:16]2[cH:17][cH:18][cH:19][cH:20][cH:21]2)[c:22]2[cH:23][cH:24][cH:25][cH:26][cH:27]2)[CH2:4][CH2:5][CH2:6][CH2:7]1.[o:30]1[c:31](-[c:39]2[cH:40][cH:41][c:42]([CH2:43][Br:44])[cH:45][cH:46]2)[n:32][c:33]2[c:34]1[cH:35][cH:36][cH:37][cH:38]2>>[O:1]([CH2:2][C:3]1([NH:8][C:9]([c:10]2[cH:11][cH:12][cH:13][cH:14][cH:15]2)([c:16]2[cH:17][cH:18][cH:19][cH:20][cH:21]2)[c:22]2[cH:23][cH:24][cH:25][cH:26][cH:27]2)[CH2:4][CH2:5][CH2:6][CH2:7]1)[CH2:43][c:42]1[cH:41][cH:40][c:39](-[c:31]2[o:30][c:34]3[c:33]([n:32]2)[cH:38][cH:37][cH:36][cH:35]3)[cH:46][cH:45]1.